Dataset: the Open Reaction Database (ORD), a public repository of structured organic reaction records. Task: describe an organic reaction: reactants, conditions, products, and yield Reactants: C(C)(=O)NC=1C=CC2=C(CCC3=CC(NN=C23)=O)C1 (8 -acetamido-5,6-dihydrobenzo[h]cinnolin-3[2H]-one). Run in C(C)O (ethanol). Product: NC=1C=CC2=C(CCC3=CC(NN=C23)=O)C1 (8-amino-5,6-dihydrobenzo[h]cinnolin-3[2H]-one). Reaction SMILES: C([NH:4][C:5]1[CH:6]=[CH:7][C:8]2[C:17]3[C:12](=[CH:13][C:14](=[O:18])[NH:15][N:16]=3)[CH2:11][CH2:10][C:9]=2[CH:19]=1)(=O)C>C(O)C>[NH2:4][C:5]1[CH:6]=[CH:7][C:8]2[C:17]3[C:12](=[CH:13][C:14](=[O:18])[NH:15][N:16]=3)[CH2:11][CH2:10][C:9]=2[CH:19]=1. Reported procedure: In a manner similar to that described in Example 13, 8 -acetamido-5,6-dihydrobenzo[h]cinnolin-3[2H]-one was hydrolysed to give 8-amino-5,6-dihydrobenzo[h]cinnolin-3[2H]-one, (m.p. 290°-292°; from aqueous ethanol); ν(Nujol mull) 3300-2200, 1680,1605, 1585, 1560 and 1545 cm-1 ; δ(DMSO-d6) 2.80(4H,s,5,6-H2), 6.71(1H,s,4-H), 6.8-7.0(2H,m,7,9-H), 7.80(1H,d,10-H). Reactants: C(C)(C)(C)OC(=O)NCC=1N(C(C2=CC=C(C=C2C1C1=CC=CC=C1)C=1SC=C(N1)C(=O)OCC)=O)CC(C)C (Ethyl 2-[3-[[(tert-butoxycarbonyl)amino]methyl]-2-isobutyl-1-oxo-4-phenyl-1,2-dihydro-6-isoquinolinyl]-1,3-thiazole-4-carboxylate), Cl (hydrogen chloride). The solvent is C(C)(=O)OCC (ethyl acetate). Reaction conditions: time 1 hour. Product: Cl.NCC=1N(C(C2=CC=C(C=C2C1C1=CC=CC=C1)C=1SC=C(N1)C(=O)OCC)=O)CC(C)C (ethyl 2-[3-(aminomethyl)-2-isobutyl-1-oxo-4-phenyl-1,2-dihydro-6-isoquinolinyl]-1,3-thiazole-4-carboxylate hydrochloride). Isolated yield 92.9%. As a reaction SMILES: C(OC([NH:8][CH2:9][C:10]1[N:11]([CH2:37][CH:38]([CH3:40])[CH3:39])[C:12](=[O:36])[C:13]2[C:18]([C:19]=1[C:20]1[CH:25]=[CH:24][CH:23]=[CH:22][CH:21]=1)=[CH:17][C:16]([C:26]1[S:27][CH:28]=[C:29]([C:31]([O:33][CH2:34][CH3:35])=[O:32])[N:30]=1)=[CH:15][CH:14]=2)=O)(C)(C)C.[ClH:41]>C(OCC)(=O)C>[ClH:41].[NH2:8][CH2:9][C:10]1[N:11]([CH2:37][CH:38]([CH3:39])[CH3:40])[C:12](=[O:36])[C:13]2[C:18]([C:19]=1[C:20]1[CH:21]=[CH:22][CH:23]=[CH:24][CH:25]=1)=[CH:17][C:16]([C:26]1[S:27][CH:28]=[C:29]([C:31]([O:33][CH2:34][CH3:35])=[O:32])[N:30]=1)=[CH:15][CH:14]=2 |f:3.4|. Reported procedure: Ethyl 2-[3-[[(tert-butoxycarbonyl)amino]methyl]-2-isobutyl-1-oxo-4-phenyl-1,2-dihydro-6-isoquinolinyl]-1,3-thiazole-4-carboxylate (0.17 g, 0.3 mmol) was dissolved in a solution of 4N hydrogen chloride in ethyl acetate (5 ml) and the mixture was stirred at room temperature for 1 h. The reaction mixture was concentrated under reduced pressure, and the precipitated crystals were recrystallized from methanol-diisopropyl ether to give ethyl 2-[3-(aminomethyl)-2-isobutyl-1-oxo-4-phenyl-1,2-dihydro-6-i... Procedure details: In another particular, which includes a quinazoline that is substituted by two different reactive groups at positions 6 and 7 thereof, 3,4-dichloro-6-fluoroaniline is reacted with 4-chloro-7-fluoro-6-nitroquinazoline, so as to produce 4-[(3,4-dichloro-6-fluorophenyl)amino]-7-fluoro-6-nitroquinazoline. The 4-[(3,4-dichloro-6-fluorophenyl)amino]-7-fluoro-6-nitroquinazoline is then reacted with a sodium salt of 3-(4-morpholinyl-1-propanol), so as to produce 4-[(3,4-dichloro-6-fluoro-phenyl)amino]-7... Reactants: N1=CN=CC2=CC=CC=C12 (quinazoline), ClC=1C=C(N)C(=CC1Cl)F (3,4-dichloro-6-fluoroaniline), ClC1=NC=NC2=CC(=C(C=C12)[N+](=O)[O-])F (4-chloro-7-fluoro-6-nitroquinazoline). Yields the product ClC=1C=C(C(=CC1Cl)F)NC1=NC=NC2=CC(=C(C=C12)[N+](=O)[O-])F (4-[(3,4-dichloro-6-fluorophenyl)amino]-7-fluoro-6-nitroquinazoline). As a reaction SMILES: N1C2C(=CC=CC=2)C=NC=1.[Cl:11][C:12]1[CH:13]=[C:14]([C:16]([F:20])=[CH:17][C:18]=1[Cl:19])[NH2:15].Cl[C:22]1[C:31]2[C:26](=[CH:27][C:28]([F:35])=[C:29]([N+:32]([O-:34])=[O:33])[CH:30]=2)[N:25]=[CH:24][N:23]=1>>[Cl:11][C:12]1[CH:13]=[C:14]([NH:15][C:22]2[C:31]3[C:26](=[CH:27][C:28]([F:35])=[C:29]([N+:32]([O-:34])=[O:33])[CH:30]=3)[N:25]=[CH:24][N:23]=2)[C:16]([F:20])=[CH:17][C:18]=1[Cl:19]. Reactants: C(C)(=O)OC(C)=O (acetic anhydride), NC=1SC(=C(C1C(=O)OCC)C)C(N(C)C)=O (2-amino-3-carboethoxy-4-methyl-5-dimethylcarbamoylthiophene). Solvent: C(OCC)(OCC)OCC (triethyl orthoformate). Product: C(C)OC=NC=1SC(=C(C1C(=O)OCC)C)C(N(C)C)=O (2-Ethoxymethyleneamino-3-carboethoxy-4-methyl-5-dimethylcarbamoylthiophene). Yield: 96.0%. As a reaction SMILES: [C:1]([O:4][C:5](=O)C)(=O)[CH3:2].[NH2:8][C:9]1[S:10][C:11]([C:20](=[O:24])[N:21]([CH3:23])[CH3:22])=[C:12]([CH3:19])[C:13]=1[C:14]([O:16][CH2:17][CH3:18])=[O:15]>C(OCC)(OCC)OCC>[CH2:1]([O:4][CH:5]=[N:8][C:9]1[S:10][C:11]([C:20](=[O:24])[N:21]([CH3:22])[CH3:23])=[C:12]([CH3:19])[C:13]=1[C:14]([O:16][CH2:17][CH3:18])=[O:15])[CH3:2]. Procedure details: 2.0 ml of acetic anhydride were added to 30.6 g (119 mM [sic]) of 2-amino-3-carboethoxy-4-methyl-5-dimethylcarbamoylthiophene in 150 ml of triethyl orthoformate and refluxed under nitrogen for 2 h. The mixture was then completely evaporated in a rotary evaporator at 80° C. 35.6 g (96%) of crude product were isolated as a dark oil which is sufficiently pure for the next reaction.